This data is from the Open Reaction Database (ORD), a public repository of structured organic reaction records. The task is: describe an organic reaction: reactants, conditions, products, and yield Reactants: BrCCNC(C1=C(C=CC=C1)[N+](=O)[O-])=O (N-(2-bromoethyl)-2-nitrobenzamide), C1(=CC=CC=C1)N1CNC(C12CCNCC2)=O (1-phenyl-1,3,8-triazaspiro[4,5]decan-4-one). Solvent: CN(C=O)C (N,N-dimethylformamide). Reaction conditions: time 8 hour. The product is Br.[N+](=O)([O-])C1=C(C(=O)NCCN2CCC3(C(NCN3C3=CC=CC=C3)=O)CC2)C=CC=C1 (2-nitro-N-[2-(4-oxo-1-phenyl-1,3,8-triazaspiro[4,5]dec-8-yl)-ethyl]benzamide hydrobromide). RXN SMILES: [Br:1][CH2:2][CH2:3][NH:4][C:5](=[O:15])[C:6]1[CH:11]=[CH:10][CH:9]=[CH:8][C:7]=1[N+:12]([O-:14])=[O:13].[C:16]1([N:22]2[C:26]3([CH2:31][CH2:30][NH:29][CH2:28][CH2:27]3)[C:25](=[O:32])[NH:24][CH2:23]2)[CH:21]=[CH:20][CH:19]=[CH:18][CH:17]=1>CN(C)C=O>[BrH:1].[N+:12]([C:7]1[CH:8]=[CH:9][CH:10]=[CH:11][C:6]=1[C:5]([NH:4][CH2:3][CH2:2][N:29]1[CH2:28][CH2:27][C:26]2([N:22]([C:16]3[CH:21]=[CH:20][CH:19]=[CH:18][CH:17]=3)[CH2:23][NH:24][C:25]2=[O:32])[CH2:31][CH2:30]1)=[O:15])([O-:14])=[O:13] |f:3.4|. Procedure: A mixture of 1.2 parts of N-(2-bromoethyl)-2-nitrobenzamide, 1.15 parts of 1-phenyl-1,3,8-triazaspiro[4,5]decan-4-one and 45 parts of N,N-dimethylformamide is stirred and refluxed for 3 hours. After stirring is continued overnight at room temperature, N,N-dimethylformamide is evaporated in vacuo at 80° C. The residue is boiled in a mixture of 2-propanone and water and the unreacted starting material is filtered off. The filtrate is concentrated to half its volume and 2-propanol is added to the c... Procedure details: A stirred solution of 3-[2-(1,3-dihydro-1,3-dioxo-2H-isoindol-2-yl)-1-methylethyl]-1H-indole-5-methanamine (3.29 g) in dry pyridine (50 ml) cooled in an ice bath was treated with methanesulphonyl chloride (1.64 ml). After 18 h at room temperature the solvent was removed under reduced pressure and the resulting viscous orange oil poured into a mixture of ice and concentrated hydrochloric acid (200 ml) to give a pink solid which was purified by chromatography on kieselgel 60 (200 g) eluted with et... Solvent: N1=CC=CC=C1 (pyridine). As a reaction SMILES: [O:1]=[C:2]1[C:10]2[C:5](=[CH:6][CH:7]=[CH:8][CH:9]=2)[C:4](=[O:11])[N:3]1[CH2:12][CH:13]([C:15]1[C:23]2[C:18](=[CH:19][CH:20]=[C:21]([CH2:24][NH2:25])[CH:22]=2)[NH:17][CH:16]=1)[CH3:14].[CH3:26][S:27](Cl)(=[O:29])=[O:28]>N1C=CC=CC=1>[O:1]=[C:2]1[C:10]2[C:5](=[CH:6][CH:7]=[CH:8][CH:9]=2)[C:4](=[O:11])[N:3]1[CH2:12][CH:13]([C:15]1[C:23]2[C:18](=[CH:19][CH:20]=[C:21]([CH2:24][NH:25][S:27]([CH3:26])(=[O:29])=[O:28])[CH:22]=2)[NH:17][CH:16]=1)[CH3:14]. Product: O=C1N(C(C2=CC=CC=C12)=O)CC(C)C1=CNC2=CC=C(C=C12)CNS(=O)(=O)C (N-[[3-[2-[1,3-Dihydro-1,3-dioxo-2H-isoindol-2-yl]-1-methylethyl]-1H-indol-5-yl]methyl]methanesulphonamide). Reactants: O=C1N(C(C2=CC=CC=C12)=O)CC(C)C1=CNC2=CC=C(C=C12)CN (3-[2-(1,3-dihydro-1,3-dioxo-2H-isoindol-2-yl)-1-methylethyl]-1H-indole-5-methanamine), CS(=O)(=O)Cl (methanesulphonyl chloride).